This data is from the Open Reaction Database (ORD), a public repository of structured organic reaction records. The task is: describe an organic reaction: reactants, conditions, products, and yield Starting materials: Cc1ccccc1C(NC(=O)Nc1ccc(Cl)cc1)C(=O)O, CN(C)Cc1ccccc1-c1ccc(N)cc1. Product: Cc1ccccc1C(NC(=O)Nc1ccc(Cl)cc1)C(=O)Nc1ccc(-c2ccccc2CN(C)C)cc1. As a reaction SMILES: [CH3:1][c:2]1[c:3]([CH:8]([C:9](=[O:10])[OH:11])[NH:12][C:13](=[O:14])[NH:15][c:16]2[cH:17][cH:18][c:19]([Cl:22])[cH:20][cH:21]2)[cH:4][cH:5][cH:6][cH:7]1.[CH3:23][N:24]([CH3:25])[CH2:26][c:27]1[c:28](-[c:33]2[cH:34][cH:35][c:36]([NH2:39])[cH:37][cH:38]2)[cH:29][cH:30][cH:31][cH:32]1>>[CH3:1][c:2]1[c:3]([CH:8]([C:9](=[O:11])[NH:39][c:36]2[cH:35][cH:34][c:33](-[c:28]3[c:27]([CH2:26][N:24]([CH3:23])[CH3:25])[cH:32][cH:31][cH:30][cH:29]3)[cH:38][cH:37]2)[NH:12][C:13](=[O:14])[NH:15][c:16]2[cH:17][cH:18][c:19]([Cl:22])[cH:20][cH:21]2)[cH:4][cH:5][cH:6][cH:7]1. Product: CC(C)c1nnc2ccc(Sc3ccccc3CNC(=O)Oc3ccccc3)cn12. As a reaction SMILES: [CH:1]([CH3:2])([CH3:3])[c:4]1[n:5][n:6][c:7]2[n:8]1[cH:9][c:10]([S:13][c:14]1[c:15]([CH2:16][NH2:17])[cH:18][cH:19][cH:20][cH:21]1)[cH:11][cH:12]2.[Cl:28][C:29](=[O:30])[O:31][c:32]1[cH:33][cH:34][cH:35][cH:36][cH:37]1.[Cl:38][CH2:39][Cl:40].[cH:22]1[cH:23][cH:24][n:25][cH:26][cH:27]1>>[CH:1]([CH3:2])([CH3:3])[c:4]1[n:5][n:6][c:7]2[n:8]1[cH:9][c:10]([S:13][c:14]1[c:15]([CH2:16][NH:17][C:29](=[O:30])[O:31][c:32]3[cH:33][cH:34][cH:35][cH:36][cH:37]3)[cH:18][cH:19][cH:20][cH:21]1)[cH:11][cH:12]2. Starting materials: CC(C)c1nnc2ccc(Sc3ccccc3CN)cn12, O=C(Cl)Oc1ccccc1, ClCCl, c1ccncc1. Starting materials: CC(C)=O, NC1CCCCCC1, Fc1cccc(Nc2nc(Cl)nc(Cl)n2)c1, [Na+], [OH-], O. Yields the product Fc1cccc(Nc2nc(Cl)nc(NC3CCCCCC3)n2)c1. Reaction SMILES: [CH3:28][C:29](=[O:30])[CH3:31].[CH:17]1([NH2:24])[CH2:18][CH2:19][CH2:20][CH2:21][CH2:22][CH2:23]1.[Cl:1][c:2]1[n:3][c:4]([NH:9][c:10]2[cH:11][c:12]([F:16])[cH:13][cH:14][cH:15]2)[n:5][c:6]([Cl:8])[n:7]1.[Na+:26].[OH-:25].[OH2:27]>>[c:2]1([NH:24][CH:17]2[CH2:18][CH2:19][CH2:20][CH2:21][CH2:22][CH2:23]2)[n:3][c:4]([NH:9][c:10]2[cH:11][c:12]([F:16])[cH:13][cH:14][cH:15]2)[n:5][c:6]([Cl:8])[n:7]1.